This data is from the Open Reaction Database (ORD), a public repository of structured organic reaction records. The task is: describe an organic reaction: reactants, conditions, products, and yield Reactants: NC1=NC=C(C(=C1[N+](=O)[O-])N1CCN(CC1)CC(=O)NC=1SC=CN1)Br (2-(4-(2-amino-5-bromo-3-nitropyridin-4-yl)piperazin-1-yl)-N-(thiazol-2-yl)acetamide), O(C1=CC=CC=C1)C1CCNCC1 (4-phenoxypiperidine), BrC=1C(=C(C(=NC1)N)[N+](=O)[O-])Cl (5-bromo-4-chloro-3-nitropyridin-2-amine), CCN(C(C)C)C(C)C (DIPEA). Run in C(C)(C)O (isopropanol). Yields the product BrC=1C(=C(C(=NC1)N)[N+](=O)[O-])N1CCC(CC1)OC1=CC=CC=C1 (5-Bromo-3-nitro-4-(4-phenoxypiperidin-1-yl)pyridin-2-amine). The yield is 84.0%. As a reaction SMILES: [NH2:1][C:2]1[C:7]([N+:8]([O-:10])=[O:9])=[C:6]([N:11]2[CH2:16][CH2:15]N(CC(NC3SC=CN=3)=O)[CH2:13][CH2:12]2)[C:5]([Br:26])=[CH:4][N:3]=1.BrC1C(Cl)=C([N+]([O-])=O)C(N)=NC=1.CCN(C(C)C)C(C)C.[O:48]([CH:55]1CCNCC1)[C:49]1[CH:54]=[CH:53][CH:52]=[CH:51][CH:50]=1>C(O)(C)C>[Br:26][C:5]1[C:6]([N:11]2[CH2:12][CH2:13][CH:55]([O:48][C:49]3[CH:54]=[CH:53][CH:52]=[CH:51][CH:50]=3)[CH2:15][CH2:16]2)=[C:7]([N+:8]([O-:10])=[O:9])[C:2]([NH2:1])=[N:3][CH:4]=1. Procedure: This was prepared using the same procedure as for 2-(4-(2-amino-5-bromo-3-nitropyridin-4-yl)piperazin-1-yl)-N-(thiazol-2-yl)acetamide, but here using 5-bromo-4-chloro-3-nitropyridin-2-amine (162 mg, 0.64 mmol), DIPEA (3.5 eq, 2.24 mmol, 0.39 mL), isopropanol (3 mL) and 4-phenoxypiperidine (1.1 eq, 0.70 mmol, 125 mg). Concentration in vacuo to half volume after 18 h gave a bright yellow solid, which was filtered and washed with cold water (2×2 mL) to give the product (212 mg, 84%) as a yellow sol... Starting materials: CC(N=C=O)c1ccccc1, Nc1ccc([N+](=O)[O-])cc1O. Yields the product CC(NC(=O)Nc1ccc([N+](=O)[O-])cc1O)c1ccccc1. RXN SMILES: [CH3:12][CH:13]([c:14]1[cH:15][cH:16][cH:17][cH:18][cH:19]1)[N:20]=[C:21]=[O:22].[OH:1][c:2]1[c:3]([NH2:4])[cH:5][cH:6][c:7]([N+:9](=[O:10])[O-:11])[cH:8]1>>[OH:1][c:2]1[c:3]([NH:4][C:21]([NH:20][CH:13]([CH3:12])[c:14]2[cH:15][cH:16][cH:17][cH:18][cH:19]2)=[O:22])[cH:5][cH:6][c:7]([N+:9](=[O:10])[O-:11])[cH:8]1. The reactants are ClC(=O)OCC (ethyl chloroformate), ClC=1C=C(C=CC1)N(C(=O)N)O (1-(3-Chlorophenyl)-1-hydroxyurea), O (water). The solvent is [OH-].[Na+] (sodium hydroxide). Reaction conditions: time 1 hour. The product is ClC=1C=C(C=CC1)N1OC(NC1=O)=O (2-(3-chlorophenyl)-1,2,4-oxadiazolidin-3,5-dione). As a reaction SMILES: [Cl:1][C:2]1[CH:3]=[C:4]([N:8]([OH:12])[C:9]([NH2:11])=[O:10])[CH:5]=[CH:6][CH:7]=1.Cl[C:14](OCC)=[O:15].O>[OH-].[Na+]>[Cl:1][C:2]1[CH:3]=[C:4]([N:8]2[C:9](=[O:10])[NH:11][C:14](=[O:15])[O:12]2)[CH:5]=[CH:6][CH:7]=1 |f:3.4|. Procedure details: 1-(3-Chlorophenyl)-1-hydroxyurea (0.2 mole) dissolved in aqueous sodium hydroxide (200 ml; 2 N) is charged into a glass reaction vessel equipped with a mechanical stirrer and thermometer. The solution is cooled to a temperature of about 10°C and ethyl chloroformate (0.21 mole) is slowly added with stirring. After the addition is completed stirring is continued for a period of about one hour. The reaction mixture is then poured into 2 liters of water. The resulting aqueous solution is then filter... Reactants: O=[Ag], CCOC(C)=O, Cc1ccccc1NNC1=NCCS1. The product is Cc1ccccc1N=NC1=NCCS1. Reaction SMILES: [Ag:15]=[O:16].[CH3:17][CH2:18][O:19][C:20](=[O:21])[CH3:22].[c:1]1([CH3:14])[c:2]([NH:7][NH:8][C:9]2=[N:13][CH2:12][CH2:11][S:10]2)[cH:3][cH:4][cH:5][cH:6]1>>[c:1]1([CH3:14])[c:2]([N:7]=[N:8][C:9]2=[N:13][CH2:12][CH2:11][S:10]2)[cH:3][cH:4][cH:5][cH:6]1. Starting materials: CCOc1ccc(CC(NC(=O)OC(C)(C)C)C(=O)O)cc1, C1CCOC1, [Na+], [OH-], O, Cc1ccc(S(=O)(=O)O)cc1. The product is CCOc1ccc(CC(N)C(=O)O)cc1. RXN SMILES: [C:1]([O:2][C:3](=[O:4])[NH:8][CH:9]([CH2:10][c:11]1[cH:12][cH:13][c:14]([O:17][CH2:18][CH3:19])[cH:15][cH:16]1)[C:20](=[O:21])[OH:22])([CH3:5])([CH3:6])[CH3:7].[CH2:37]1[O:38][CH2:39][CH2:40][CH2:41]1.[Na+:36].[OH-:35].[OH2:23].[c:24]1([CH3:25])[cH:26][cH:27][c:28]([S:29]([OH:30])(=[O:31])=[O:32])[cH:33][cH:34]1>>[NH2:8][CH:9]([CH2:10][c:11]1[cH:12][cH:13][c:14]([O:17][CH2:18][CH3:19])[cH:15][cH:16]1)[C:20](=[O:21])[OH:22]. Starting materials: ClC=1NC2=C(N1)C=CC=C2 (2-chlorobenzimidazole), CNC1=CC=C(C=C1)O (4-(N-methylamino)phenol). The solvent is C(C)#N.O (acetonitrile water). The product is CN(C=1NC2=C(N1)C=CC=C2)C2=CC=C(C=C2)O (4-[N-methyl-N-(2-benzimidazolyl)amino]phenol). Isolated yield 58.7%. As a reaction SMILES: Cl[C:2]1[NH:3][C:4]2[CH:10]=[CH:9][CH:8]=[CH:7][C:5]=2[N:6]=1.[CH3:11][NH:12][C:13]1[CH:18]=[CH:17][C:16]([OH:19])=[CH:15][CH:14]=1>C(#N)C.O>[CH3:11][N:12]([C:13]1[CH:18]=[CH:17][C:16]([OH:19])=[CH:15][CH:14]=1)[C:2]1[NH:3][C:4]2[CH:10]=[CH:9][CH:8]=[CH:7][C:5]=2[N:6]=1 |f:2.3|. Reported procedure: A mixture of 2-chlorobenzimidazole (1.0 g), 4-(N-methylamino)phenol (1.13 g) and acetonitrile/water (1:1) was heated under reflux for a period of 5 hours. The mixture was concentrated, made basic with dilute ammonium hydroxide and the solid was collected. The product was recrystallised from ethanol to give 4-[N-methyl-N-(2-benzimidazolyl)amino]phenol (0.92 g) as colourless crystals, mp>260° C. The reactants are ClC1=CC=C(C=C1)CC(C)=O (p-chlorophenylacetone), Cl (hydrochloric acid), [H-].[Na+] (sodium hydride), C1=C(C=CC2=CC=CC=C12)/C=C/CBr ((E)-3-(2-naphthyl)-2-propenyl bromide). The solvent is CN(C=O)C (dimethylformamide), C1=CC=CC=C1 (benzene), C1=CC=CC=C1 (benzene), CN(C=O)C (dimethylformamide). Product: ClC1=CC=C(C=C1)C(C(C)=O)C\C=C\C1=CC2=CC=CC=C2C=C1 ((E)-3-(4-chlorophenyl)-6-(2-naphthyl)-5-hexen-2-one). The yield is 78.0%. RXN SMILES: [Cl:1][C:2]1[CH:7]=[CH:6][C:5]([CH2:8][C:9](=[O:11])[CH3:10])=[CH:4][CH:3]=1.[H-].[Na+].[CH:14]1[C:23]2[C:18](=[CH:19][CH:20]=[CH:21][CH:22]=2)[CH:17]=[CH:16][C:15]=1/[CH:24]=[CH:25]/[CH2:26]Br.Cl>CN(C)C=O.C1C=CC=CC=1>[Cl:1][C:2]1[CH:3]=[CH:4][C:5]([CH:8]([CH2:26]/[CH:25]=[CH:24]/[C:15]2[CH:16]=[CH:17][C:18]3[C:23](=[CH:22][CH:21]=[CH:20][CH:19]=3)[CH:14]=2)[C:9](=[O:11])[CH3:10])=[CH:6][CH:7]=1 |f:1.2|. Procedure details: 2.56 g of p-chlorophenylacetone was dissolved in a mixed solution of 5 ml of dimethylformamide and 5 ml of benzene, and a dimethylformamide 8 ml/benzene 8 ml solution containing 0.62 g of 60% oily sodium hydride and 3.50 g of (E)-3-(2-naphthyl)-2-propenyl bromide, was added under cooling with ice with stirring, followed by stirring at room temperature for 2 hours. The reaction solution was acidified by an addition of 1N hydrochloric acid and extracted by an addition of water and ethyl ether. The...